The task is: describe an organic reaction: reactants, conditions, products, and yield. This data is from the Open Reaction Database (ORD), a public repository of structured organic reaction records. Reactants: N#CC1CC(F)CN1C(=O)CNC12CCC(C(=O)O)(CC1)CC2, CCOC(=O)c1nnc(N)s1. Product: CCOC(=O)c1nnc(NC(=O)C23CCC(NCC(=O)N4CC(F)CC4C#N)(CC2)CC3)s1. As a reaction SMILES: [C:1](=[O:2])([OH:3])[C:4]12[CH2:5][CH2:6][C:7]([NH:12][CH2:13][C:14](=[O:15])[N:16]3[CH:17]([C:22]#[N:23])[CH2:18][CH:19]([F:21])[CH2:20]3)([CH2:8][CH2:9]1)[CH2:10][CH2:11]2.[NH2:24][c:25]1[n:26][n:27][c:28]([C:30](=[O:31])[O:32][CH2:33][CH3:34])[s:29]1>>[C:1](=[O:3])([C:4]12[CH2:5][CH2:6][C:7]([NH:12][CH2:13][C:14](=[O:15])[N:16]3[CH:17]([C:22]#[N:23])[CH2:18][CH:19]([F:21])[CH2:20]3)([CH2:8][CH2:9]1)[CH2:10][CH2:11]2)[NH:24][c:25]1[n:26][n:27][c:28]([C:30](=[O:31])[O:32][CH2:33][CH3:34])[s:29]1. Reactants: C(C)(C)(C)OC(=O)N1CCC(CC1)=O (4-oxo-piperidine-1-carboxylic acid tert-butyl ester), ClC1=NC(=C2N=CN(C2=N1)C)N1CCOCC1 (2-chloro-9-methyl-6-morpholin-4-yl-9H-purine), CN(C)CCN(C)C (TMEDA), [Li]CCCC (n-BuLi). Run in C1CCOC1 (THF), C1CCOC1 (THF). Conditions: temperature -30 celsius, time 16 hour. Product: C(C)(C)(C)OC(=O)N1CCC(CC1)(O)C=1N(C2=NC(=NC(=C2N1)N1CCOCC1)Cl)C (4-(2-Chloro-9-methyl-6-morpholin-4-yl-9H-purin-8-yl)-4-hydroxypiperidine-1-carboxylic acid tert-butyl ester). Yield: 71.7%. RXN SMILES: [Cl:1][C:2]1[N:10]=[C:9]2[C:5]([N:6]=[CH:7][N:8]2[CH3:11])=[C:4]([N:12]2[CH2:17][CH2:16][O:15][CH2:14][CH2:13]2)[N:3]=1.CN(CCN(C)C)C.[Li]CCCC.[C:31]([O:35][C:36]([N:38]1[CH2:43][CH2:42][C:41](=[O:44])[CH2:40][CH2:39]1)=[O:37])([CH3:34])([CH3:33])[CH3:32]>C1COCC1>[C:31]([O:35][C:36]([N:38]1[CH2:43][CH2:42][C:41]([C:7]2[N:8]([CH3:11])[C:9]3[C:5]([N:6]=2)=[C:4]([N:12]2[CH2:17][CH2:16][O:15][CH2:14][CH2:13]2)[N:3]=[C:2]([Cl:1])[N:10]=3)([OH:44])[CH2:40][CH2:39]1)=[O:37])([CH3:34])([CH3:32])[CH3:33]. Procedure details: To a mixture of 2-chloro-9-methyl-6-morpholin-4-yl-9H-purine (2.5 g, 9.86 mmol) and TMEDA (2.1 mL, 14.8 mmol) in THF (80 mL) at −78° C. was added n-BuLi (6 mL, 2.5 M in hexanes, 14.8 mmol). The resulting mixture was allowed to warm to −30° C. for 30 min then cooled back to −78° C. before the addition of a solution of 4-oxo-piperidine-1-carboxylic acid tert-butyl ester (2.9 g, 14.8 mmol) in THF (20 mL). The reaction mixture was slowly warmed to r.t. and stirred for 16 h then quenched with H2O and... The reactants are CC(=O)OC(C)=O, c1ccncc1, OCc1cc2ccoc2cn1. Product: CC(=O)OCc1cc2ccoc2cn1. Reaction SMILES: [CH3:12][C:13](=[O:14])[O:15][C:16](=[O:17])[CH3:18].[cH:19]1[cH:20][cH:21][n:22][cH:23][cH:24]1.[o:1]1[cH:2][cH:3][c:4]2[c:5]1[cH:6][n:7][c:8]([CH2:10][OH:11])[cH:9]2>>[o:1]1[cH:2][cH:3][c:4]2[c:5]1[cH:6][n:7][c:8]([CH2:10][O:11][C:13]([CH3:12])=[O:14])[cH:9]2. The reactants are C(C)(C)(C)OC(=O)N1CCC(CC1)C#CC1=NC=CC=N1 (4-Pyrimidin-2-ylethynyl-piperidine-1-carboxylic acid tert-butyl ester), C(=O)(C(F)(F)F)O (TFA). Yields the product N1CCC(CC1)C#CC1=NC=CC=N1 (2-piperidin-4-ylethynyl-pyrimidine). RXN SMILES: C(OC([N:8]1[CH2:13][CH2:12][CH:11]([C:14]#[C:15][C:16]2[N:21]=[CH:20][CH:19]=[CH:18][N:17]=2)[CH2:10][CH2:9]1)=O)(C)(C)C.C(O)(C(F)(F)F)=O>>[NH:8]1[CH2:13][CH2:12][CH:11]([C:14]#[C:15][C:16]2[N:17]=[CH:18][CH:19]=[CH:20][N:21]=2)[CH2:10][CH2:9]1. Procedure: 4-Pyrimidin-2-ylethynyl-piperidine-1-carboxylic acid tert-butyl ester was treated with TFA for 10 minutes and concentrated, lyophilized to provide the title product.